The task is: describe an organic reaction: reactants, conditions, products, and yield. This data is from the Open Reaction Database (ORD), a public repository of structured organic reaction records. The reactants are C(O)([O-])=O.[Na+] (sodium hydrogen carbonate), C(#N)[BH3-].[Na+] (sodium cyanoborohydride), COC1=CC=C2N=CC(N(C2=C1)CCN1C(CC(CC1)=O)C(=O)OC)=O (methyl 1-(2-(7-methoxy-2-oxoquinoxalin-1(2H)-yl)ethyl)-4-oxopiperidine-2-carboxylate), C(C)(=O)[O-].[NH4+] (ammonium acetate), 3A. The solvent is C(Cl)(Cl)Cl (chloroform), C(C)O (ethanol). Conditions: time 55 minute. The product is NC1CC(N(CC1)CCN1C(C=NC2=CC=C(C=C12)OC)=O)C(=O)OC (methyl 4-amino-1-(2-(7-methoxy-2-oxoquinoxalin-1(2H)-yl)ethyl)piperidine-2-carboxylate). Yield: 91.3%. RXN SMILES: [CH3:1][O:2][C:3]1[CH:12]=[C:11]2[C:6]([N:7]=[CH:8][C:9](=[O:26])[N:10]2[CH2:13][CH2:14][N:15]2[CH2:20][CH2:19][C:18](=O)[CH2:17][CH:16]2[C:22]([O:24][CH3:25])=[O:23])=[CH:5][CH:4]=1.C([O-])(=O)C.[NH4+].C([BH3-])#[N:33].[Na+].C(=O)([O-])O.[Na+]>C(Cl)(Cl)Cl.C(O)C>[NH2:33][CH:18]1[CH2:19][CH2:20][N:15]([CH2:14][CH2:13][N:10]2[C:11]3[C:6](=[CH:5][CH:4]=[C:3]([O:2][CH3:1])[CH:12]=3)[N:7]=[CH:8][C:9]2=[O:26])[CH:16]([C:22]([O:24][CH3:25])=[O:23])[CH2:17]1 |f:1.2,3.4,5.6|. Reported procedure: To 5 mL of an ethanol suspension containing 0.15 g of methyl 1-(2-(7-methoxy-2-oxoquinoxalin-1(2H)-yl)ethyl)-4-oxopiperidine-2-carboxylate, 0.16 g of ammonium acetate and 0.20 g of molecular sieves 3A were added at room temperature. After the mixture was stirred for 2 hours and 55 min at room temperature, 21 mg of sodium cyanoborohydride was added, and stirred for 1 hour and 40 min. To the reaction mixture, aqueous saturated sodium hydrogen carbonate solution and chloroform were added, the organ... The reactants are aqueous solution, S(=O)([O-])[O-].[Na+].[Na+] (sodium sulfite), [N+](=O)([O-])C1=CC=CC=2C(C3=CC=CC=C3C(C12)=O)=O (1-nitroanthraquinone), naphthalenesulfonic acid salt-formalin, stainless steel, [S-2].[Na+].[Na+] (sodium sulfide). Conditions: temperature 100 celsius, time 9 hour. Product: NC1=CC=CC=2C(C3=CC=CC=C3C(C12)=O)=O (1-aminoanthraquinone). RXN SMILES: [N+:1]([C:4]1[C:17]2[C:16](=[O:18])[C:15]3[C:10](=[CH:11][CH:12]=[CH:13][CH:14]=3)[C:9](=[O:19])[C:8]=2[CH:7]=[CH:6][CH:5]=1)([O-])=O.S([O-])([O-])=O.[Na+].[Na+].[S-2].[Na+].[Na+]>>[NH2:1][C:4]1[C:17]2[C:16](=[O:18])[C:15]3[C:10](=[CH:11][CH:12]=[CH:13][CH:14]=3)[C:9](=[O:19])[C:8]=2[CH:7]=[CH:6][CH:5]=1 |f:1.2.3,4.5.6|. Reported procedure: A mixture of a wet cake of crude 1-nitroanthraquinone (A) (solid content, 28.6 %) (35 parts) and a naphthalenesulfonic acid salt-formalin condensation product (1 part) is finely pulverized by the aid of a wet type pulverizer using stainless steel balls (3 mmφ). The resultant finely pulverized wet cake (36 parts) is charged into a reaction vessel, a 10.8 % aqueous solution of sodium sulfite (28 parts) is added thereto, and the mixture is stirred at 100° C. for 9 hours. After the mixture is cooled... The reactants are C(C)(C)(C)OC(CBr)=O (bromoacetic acid tert-butyl ester), Cl (hydrochloric acid), [OH-].[Na+] (sodium hydroxide), C(C)C1=CC=C(C=C1)C1=C(OC=2N=CN=C(C21)OC2CC(CCC2)O)C2=C(C=CC=C2)F (3-{[5-(4-ethylphenyl)-6-(2-fluorophenyl)furo[2,3-d]pyrimidin-4-yl]oxy}cyclohexanol), C(C)(C)(C)OC(CBr)=O (bromoacetic acid tert-butyl ester). Reagents/catalysts: S(=O)(=O)(O)[O-].C(CCC)[N+](CCCC)(CCCC)CCCC (tetra-n-butylammonium hydrogensulphate). The solvent is C1(=CC=CC=C1)C (toluene). Reaction conditions: temperature 70 celsius, time 30 hour. Product: C(C)(C)(C)OC(COC1CC(CCC1)OC=1C2=C(N=CN1)OC(=C2C2=CC=C(C=C2)CC)C2=C(C=CC=C2)F)=O ([(3-{[5-(4-Ethylphenyl)-6-(2-fluorophenyl)furo[2,3-d]pyrimidin-4-yl]oxy}cyclohexyl)oxy]acetic acid tert-butyl ester). Reaction SMILES: [OH-].[Na+].[CH2:3]([C:5]1[CH:10]=[CH:9][C:8]([C:11]2[C:19]3[C:18]([O:20][CH:21]4[CH2:26][CH2:25][CH2:24][CH:23]([OH:27])[CH2:22]4)=[N:17][CH:16]=[N:15][C:14]=3[O:13][C:12]=2[C:28]2[CH:33]=[CH:32][CH:31]=[CH:30][C:29]=2[F:34])=[CH:7][CH:6]=1)[CH3:4].[C:35]([O:39][C:40](=[O:43])[CH2:41]Br)([CH3:38])([CH3:37])[CH3:36].Cl>C1(C)C=CC=CC=1.S([O-])(O)(=O)=O.C([N+](CCCC)(CCCC)CCCC)CCC>[C:35]([O:39][C:40](=[O:43])[CH2:41][O:27][CH:23]1[CH2:24][CH2:25][CH2:26][CH:21]([O:20][C:18]2[C:19]3[C:11]([C:8]4[CH:9]=[CH:10][C:5]([CH2:3][CH3:4])=[CH:6][CH:7]=4)=[C:12]([C:28]4[CH:33]=[CH:32][CH:31]=[CH:30][C:29]=4[F:34])[O:13][C:14]=3[N:15]=[CH:16][N:17]=2)[CH2:22]1)([CH3:38])([CH3:37])[CH3:36] |f:0.1,6.7|. Procedure details: 1.4 ml of an 11.25N sodium hydroxide solution is added at 70° C. to a solution of 700 mg (1.62 mmol) of 3-{[5-(4-ethylphenyl)-6-(2-fluorophenyl)furo[2,3-d]pyrimidin-4-yl]oxy}cyclohexanol in 15 ml of toluene. After adding 55 mg (0.16 mmol) of tetra-n-butylammonium hydrogensulphate and 631 mg (3.24 mmol) of bromoacetic acid tert-butyl ester, stir the reaction mixture at 70° C. for 30 hours. Then add a further 330 mg (1.69 mmol) of bromoacetic acid tert-butyl ester to the reaction mixture and stir ... Starting materials: O=C([O-])[O-], CC#N, COc1ccc(CCl)cc1, [Cs+], [Cs+], CCOC(=O)c1cc(O)c2cc(C(F)(F)F)ccc2n1. Product: CCOC(=O)c1cc(OCc2ccc(OC)cc2)c2cc(C(F)(F)F)ccc2n1. Reaction SMILES: [C:31](=[O:32])([O-:33])[O-:34].[CH3:37][C:38]#[N:39].[Cl:21][CH2:22][c:23]1[cH:24][cH:25][c:26]([O:29][CH3:30])[cH:27][cH:28]1.[Cs+:35].[Cs+:36].[OH:1][c:2]1[cH:3][c:4]([C:16](=[O:17])[O:18][CH2:19][CH3:20])[n:5][c:6]2[cH:7][cH:8][c:9]([C:12]([F:13])([F:14])[F:15])[cH:10][c:11]12>>[O:1]([c:2]1[cH:3][c:4]([C:16](=[O:17])[O:18][CH2:19][CH3:20])[n:5][c:6]2[cH:7][cH:8][c:9]([C:12]([F:13])([F:14])[F:15])[cH:10][c:11]12)[CH2:22][c:23]1[cH:24][cH:25][c:26]([O:29][CH3:30])[cH:27][cH:28]1. The reactants are C(C)(C)(C)OC(N(C)C1CCC(CC1)NCC1=C(C=CC(=C1)C1=CC(=NC=C1)F)OC)=O ({4-[5-(2-Fluoro-pyridin-4-yl)-2-methoxy-benzylamino]-cyclohexyl}-methyl-carbamic acid tert-butyl ester), ClC=1C2=C(SC1C(=O)Cl)C(=CC=C2F)F (3-Chloro-4,7-difluoro-benzo[b]thiophene-2-carbonyl chloride). The product is FC1=NC=CC(=C1)C=1C=CC(=C(CN(C(=O)C2=C(C3=C(S2)C(=CC=C3F)F)Cl)C3CCC(CC3)NC)C1)OC (3-Chloro-4,7-difluoro-benzo[b]thiophene-2-carboxylic acid [5-(2-fluoro-pyridin-4-yl)-2-methoxy-benzyl]-(4-methylamino-cyclohexyl)-amide). Reaction SMILES: C(OC(=O)[N:7]([CH:9]1[CH2:14][CH2:13][CH:12]([NH:15][CH2:16][C:17]2[CH:22]=[C:21]([C:23]3[CH:28]=[CH:27][N:26]=[C:25]([F:29])[CH:24]=3)[CH:20]=[CH:19][C:18]=2[O:30][CH3:31])[CH2:11][CH2:10]1)[CH3:8])(C)(C)C.[Cl:33][C:34]1[C:35]2[C:45]([F:46])=[CH:44][CH:43]=[C:42]([F:47])[C:36]=2[S:37][C:38]=1[C:39](Cl)=[O:40]>>[F:29][C:25]1[CH:24]=[C:23]([C:21]2[CH:20]=[CH:19][C:18]([O:30][CH3:31])=[C:17]([CH:22]=2)[CH2:16][N:15]([CH:12]2[CH2:11][CH2:10][CH:9]([NH:7][CH3:8])[CH2:14][CH2:13]2)[C:39]([C:38]2[S:37][C:36]3[C:42]([F:47])=[CH:43][CH:44]=[C:45]([F:46])[C:35]=3[C:34]=2[Cl:33])=[O:40])[CH:28]=[CH:27][N:26]=1. Reported procedure: Following the synthetic protocol described in Method D′; 3-Chloro-4,7-difluoro-benzo[b]thiophene-2-carboxylic acid [5-(2-fluoro-pyridin-4-yl)-2-methoxy-benzyl]-(4-methylamino-cyclohexyl)-amide is prepared starting from {4-[5-(2-Fluoro-pyridin-4-yl)-2-methoxy-benzylamino]-cyclohexyl}-methyl-carbamic acid tert-butyl ester and 3-Chloro-4,7-difluoro-benzo[b]thiophene-2-carbonyl chloride. The desired product is isolated in 52%.